This data is from the Open Reaction Database (ORD), a public repository of structured organic reaction records. The task is: describe an organic reaction: reactants, conditions, products, and yield The reactants are COC1=CC=C(C=C1)NC(C1=C(C=CC=C1)[N+](=O)[O-])=O (N-(4-Methoxy-phenyl)-2-nitro-benzamide), [OH-].[Na+] (NaOH). The reagents and catalysts are [Zn] (zinc). Solvent: C(Cl)Cl (methylene chloride). Run at temperature 80 celsius. Yields the product COC1=CC=C(C=C1)N1N=C2C=CC=CC2=C1O (2-(4-Methoxy-phenyl)-2H-indazol-3-ol). Yield: 84.7%. RXN SMILES: [CH3:1][O:2][C:3]1[CH:8]=[CH:7][C:6]([NH:9][C:10](=[O:20])[C:11]2[CH:16]=[CH:15][CH:14]=[CH:13][C:12]=2[N+:17]([O-])=O)=[CH:5][CH:4]=1.[OH-].[Na+]>C(Cl)Cl.[Zn]>[CH3:1][O:2][C:3]1[CH:8]=[CH:7][C:6]([N:9]2[C:10]([OH:20])=[C:11]3[C:12]([CH:13]=[CH:14][CH:15]=[CH:16]3)=[N:17]2)=[CH:5][CH:4]=1 |f:1.2|. Reported procedure: A mixture of the product from step 1 (16 g, 0.059 mol), NaOH (9.4 g, 0.235 mol) and zinc (23 g, 0.352 mol) in methylene chloride (250 mL) was heated to 80° C. for 24 h. After the methanol was removed in vacuo, the aqueous residue was acidified with 10% HCl (aq.) to pH to 2. The product was collected on a filter, washed with 1N HCl, water and hexane. After dried under vacuum, the title compound (12 g, 86%) was obtained; MS (ESI+) m/z 241 (M+1, 100).